This data is from the Open Reaction Database (ORD), a public repository of structured organic reaction records. The task is: describe an organic reaction: reactants, conditions, products, and yield Reactants: ClC1=NC(=NC2=CC=CC=C12)C(F)(F)F (4-Chloro-2-trifluoromethylquinazoline), O.NN (Hydrazine hydrate). The solvent is C(C)O (ethanol). Yields the product N(N)C1=NC(=NC2=CC=CC=C12)C(F)(F)F (4-Hydrazino-2-trifluoromethylquinazoline). As a reaction SMILES: Cl[C:2]1[C:11]2[C:6](=[CH:7][CH:8]=[CH:9][CH:10]=2)[N:5]=[C:4]([C:12]([F:15])([F:14])[F:13])[N:3]=1.O.[NH2:17][NH2:18]>C(O)C>[NH:17]([C:2]1[C:11]2[C:6](=[CH:7][CH:8]=[CH:9][CH:10]=2)[N:5]=[C:4]([C:12]([F:15])([F:14])[F:13])[N:3]=1)[NH2:18] |f:1.2|. Reported procedure: 4-Chloro-2-trifluoromethylquinazoline (46.4 g, 0.2 mole) was taken up in ethanol (500 ml). Hydrazine hydrate (20 ml, 0.4 mole) was added and the contents refluxed for 2 hours. On cooling, the yellow precipitate was filtered and slurried in water (500 ml) to removed hydrazine hydrochloride. Filtration gave the product as a yellow crystalline solid, 34.5 g (76%).